From a dataset of the Open Reaction Database (ORD), a public repository of structured organic reaction records. describe an organic reaction: reactants, conditions, products, and yield Starting materials: OC=1C=C(C=CC1NC1=C(C=C(C=C1)C(F)(F)F)OC)S(=O)(=O)N(C=1SC=CN1)CC1=CC=C(C=C1)OC (3-hydroxy-4-((2-methoxy-4-(trifluoromethyl)phenyl)amino)-N-(4-methoxybenzyl)-N-(thiazol-2-yl)benzenesulfonamide), ClC(C(=O)Cl)C (2-chloropropanoyl chloride), ClCC(=O)Cl (chloroacetyl chloride). Yields the product COC1=C(C=CC(=C1)C(F)(F)F)N1C2=C(OC(C1=O)C)C=C(C=C2)S(=O)(=O)NC=2SC=CN2 ((+/−)-4-(2-methoxy-4-(trifluoromethyl)phenyl)-2-methyl-3-oxo-N-(thiazol-2-yl)-3,4-dihydro-2H-benzo[b][1,4]oxazine-7-sulfonamide). As a reaction SMILES: [OH:1][C:2]1[CH:3]=[C:4]([S:21]([N:24](CC2C=CC(OC)=CC=2)[C:25]2[S:26][CH:27]=[CH:28][N:29]=2)(=[O:23])=[O:22])[CH:5]=[CH:6][C:7]=1[NH:8][C:9]1[CH:14]=[CH:13][C:12]([C:15]([F:18])([F:17])[F:16])=[CH:11][C:10]=1[O:19][CH3:20].Cl[CH:40]([CH3:44])[C:41](Cl)=[O:42].ClCC(Cl)=O>>[CH3:20][O:19][C:10]1[CH:11]=[C:12]([C:15]([F:17])([F:18])[F:16])[CH:13]=[CH:14][C:9]=1[N:8]1[C:41](=[O:42])[CH:40]([CH3:44])[O:1][C:2]2[CH:3]=[C:4]([S:21]([NH:24][C:25]3[S:26][CH:27]=[CH:28][N:29]=3)(=[O:23])=[O:22])[CH:5]=[CH:6][C:7]1=2. Reported procedure: (+/−)-4-(2-methoxy-4-(trifluoromethyl)phenyl)-2-methyl-3-oxo-N-(thiazol-2-yl)-3,4-dihydro-2H-benzo[b][1,4]oxazine-7-sulfonamide was prepared in a similar fashion to Example 223, starting from 3-hydroxy-4-((2-methoxy-4-(trifluoromethyl)phenyl)amino)-N-(4-methoxybenzyl)-N-(thiazol-2-yl)benzenesulfonamide) (from Step 1, Example 223) and 2-chloropropanoyl chloride instead chloroacetyl chloride. Purification was achieved using reverse-phase HPLC with a Waters-Xbridge C18, 19×100 mm, 10 m column with ... Reactants: CS(=O)C (DMSO), [H-].[Na+] (sodium hydride), [I-].C[S+](=O)(C)C (trimethylsulphoxonium iodide), C(#N)C1(CC1)C1=C(C=CC(=C1)F)C(=O)C1=C(C=C(C=C1)F)C1(CC1)C#N (1-cyanocyclopropyl-4-fluorophenyl ketone). Run in O (water). Reaction conditions: temperature 20 celsius, time 1 hour. Product: C(#N)C1(CC1)C1(OC1)C1=CC=C(C=C1)F (2-(1-Cyanocyclopropyl)-2-(4-fluorophenyl)oxirane). As a reaction SMILES: CS(C)=O.[H-].[Na+].[I-].C[S+](C)(C)=[O:10].C(C1(C2C=C(F)C=C[C:19]=2[C:25]([C:27]2[CH:32]=[CH:31][C:30]([F:33])=[CH:29][C:28]=2[C:34]2([C:37]#[N:38])[CH2:36][CH2:35]2)=O)CC1)#N>O>[C:37]([C:34]1([C:28]2([C:27]3[CH:25]=[CH:19][C:30]([F:33])=[CH:31][CH:32]=3)[CH2:29][O:10]2)[CH2:35][CH2:36]1)#[N:38] |f:1.2,3.4|. Procedure details: 130 ml of abs. DMSO are slowly added dropwise at 10° C. to 6.6 g (0.22 mol) of sodium hydride (80% in oil) and 34.2 g (0.16 mol) of trimethylsulphoxonium iodide. The mixture is stirred for one hour at 20° C. and then 26.3 g (0.14 mol) of 1-cyanocyclopropyl-4-fluorophenyl ketone (compound II-2, Example 19, dissolved in 65 ml of abs. DMSO) are added dropwise. The mixture is stirred for 14 h at 20° C. The solution is poured into water and the mixture is extracted with ethyl acetate. The combined or... Starting materials: C(C)(=O)O (acetic acid), CN1C(=NC=C1)C=O (1-methyl-2-imidazole carboxaldehyde), C(#N)[BH3-].[Na+] (sodium cyanoborohydride), COC(CCN(CCCCN1CCCCC1)CC1=CC=C(C=C1)CNCC=1NC=CN1)=O (3-[(4-[[(1H-imidazol-2-ylmethyl)-amino]-methyl]-benzyl)-(4-piperidin-1-yl-butyl)-amino]-propionic acid methyl ester). The solvent is CO (methanol). Reaction conditions: time 18 hour. Product: COC(CCN(CCCCN1CCCCC1)CC1=CC=C(C=C1)CN(CC=1N(C=CN1)C)CC=1NC=CN1)=O (3-[(4-[[(1H-imidazol-2-ylmethyl)-(1-methyl-1H-imidazol-2-ylmethyl)-amino]-methyl]-benzyl)-(4-piperidin-1-yl-butyl)-amino]-propionic acid methyl ester). Yield: 68.1%. Reaction SMILES: [CH3:1][O:2][C:3](=[O:32])[CH2:4][CH2:5][N:6]([CH2:17][C:18]1[CH:23]=[CH:22][C:21]([CH2:24][NH:25][CH2:26][C:27]2[NH:28][CH:29]=[CH:30][N:31]=2)=[CH:20][CH:19]=1)[CH2:7][CH2:8][CH2:9][CH2:10][N:11]1[CH2:16][CH2:15][CH2:14][CH2:13][CH2:12]1.[CH3:33][N:34]1[CH:38]=[CH:37][N:36]=[C:35]1[CH:39]=O.C([BH3-])#N.[Na+].C(O)(=O)C>CO>[CH3:1][O:2][C:3](=[O:32])[CH2:4][CH2:5][N:6]([CH2:17][C:18]1[CH:23]=[CH:22][C:21]([CH2:24][N:25]([CH2:26][C:27]2[NH:28][CH:29]=[CH:30][N:31]=2)[CH2:39][C:35]2[N:34]([CH3:33])[CH:38]=[CH:37][N:36]=2)=[CH:20][CH:19]=1)[CH2:7][CH2:8][CH2:9][CH2:10][N:11]1[CH2:12][CH2:13][CH2:14][CH2:15][CH2:16]1 |f:2.3|. Reported procedure: The compound (403 mg) obtained in Example 62-2 was dissolved in anhydrous methanol (16 ml) and added with 1-methyl-2-imidazole carboxaldehyde (151 mg) and sodium cyanoborohydride (172 mg). After the solution was adjusted to pH 5 with acetic acid, the whole was stirred at room temperature for 18 hours. After completion of the reaction, the solvent was distilled off. The resultant was added with a 1 mol/l sodium hydroxide aqueous solution and the whole was subjected to extraction with chloroform. ... Starting materials: [O-]Br, Br, CCS(=O)(=O)c1ccc2cc(C(C)=O)ccc2c1, [Na+], [Na+], [Na+], C1COCCO1, O, O=S([O-])S(=O)(=O)[O-]. Yields the product CCS(=O)(=O)c1ccc2cc(C(=O)O)ccc2c1. Reaction SMILES: [Br:1][O-:2].[Br:4].[C:5]([CH3:6])(=[O:7])[c:8]1[cH:9][c:10]2[cH:11][cH:12][c:13]([S:18](=[O:19])(=[O:20])[CH2:21][CH3:22])[cH:14][c:15]2[cH:16][cH:17]1.[Na+:30].[Na+:31].[Na+:3].[O:33]1[CH2:34][CH2:35][O:36][CH2:37][CH2:38]1.[OH2:32].[S:23](=[O:24])([S:25]([O-:26])=[O:27])([O-:28])=[O:29]>>[C:5]([OH:7])([c:8]1[cH:9][c:10]2[cH:11][cH:12][c:13]([S:18](=[O:19])(=[O:20])[CH2:21][CH3:22])[cH:14][c:15]2[cH:16][cH:17]1)=[O:24]. Starting materials: CCOC(C)=O, CC(O)c1ccnc2ncccc12. Product: CC(=O)c1ccnc2ncccc12. Reaction SMILES: [CH3:14][CH2:15][O:16][C:17]([CH3:18])=[O:19].[n:1]1[cH:2][cH:3][c:4]([CH:11]([CH3:12])[OH:13])[c:5]2[cH:6][cH:7][cH:8][n:9][c:10]12>>[n:1]1[cH:2][cH:3][c:4]([C:11]([CH3:12])=[O:13])[c:5]2[cH:6][cH:7][cH:8][n:9][c:10]12. Reactants: ClC1=C(C(=O)O)C=CC=C1Cl (2,3-dichlorobenzoic acid), FC1(CCC(CC1)(C=1C=NC(=CC1)C)CN)F ((4,4-difluoro-1-(6-methylpyridin-3-yl)cyclohexyl)methanamine). Product: ClC1=C(C(=O)NCC2(CCC(CC2)(F)F)C=2C=NC(=CC2)C)C=CC=C1Cl (2,3-dichloro-N((4,4-difluoro-1-(6-methylpyridin-3-yl)cyclohexyl)methyl)benzamide). As a reaction SMILES: [Cl:1][C:2]1[C:10]([Cl:11])=[CH:9][CH:8]=[CH:7][C:3]=1[C:4]([OH:6])=O.[F:12][C:13]1([F:28])[CH2:18][CH2:17][C:16]([CH2:26][NH2:27])([C:19]2[CH:20]=[N:21][C:22]([CH3:25])=[CH:23][CH:24]=2)[CH2:15][CH2:14]1>>[Cl:1][C:2]1[C:10]([Cl:11])=[CH:9][CH:8]=[CH:7][C:3]=1[C:4]([NH:27][CH2:26][C:16]1([C:19]2[CH:20]=[N:21][C:22]([CH3:25])=[CH:23][CH:24]=2)[CH2:17][CH2:18][C:13]([F:12])([F:28])[CH2:14][CH2:15]1)=[O:6]. Reported procedure: From 2,3-dichlorobenzoic acid and (4,4-difluoro-1-(6-methylpyridin-3-yl)cyclohexyl)methanamine. LCMS (MH+): m/z=413.2, tR (minutes, Method D)=0.51 Reactants: CCOC(=O)CCc1cccc(OC(C)(C)C(=O)OC(C)(C)C)c1, CCO, [K+], [OH-]. Product: CC(C)(C)OC(=O)C(C)(C)Oc1cccc(CCC(=O)O)c1. As a reaction SMILES: [CH2:1]([CH3:2])[O:3][C:4](=[O:5])[CH2:6][CH2:7][c:8]1[cH:9][c:10]([O:11][C:12]([C:13](=[O:14])[O:15][C:16]([CH3:17])([CH3:18])[CH3:19])([CH3:20])[CH3:21])[cH:22][cH:23][cH:24]1.[CH3:27][CH2:28][OH:29].[K+:26].[OH-:25]>>[O:3]=[C:4]([OH:5])[CH2:6][CH2:7][c:8]1[cH:9][c:10]([O:11][C:12]([C:13](=[O:14])[O:15][C:16]([CH3:17])([CH3:18])[CH3:19])([CH3:20])[CH3:21])[cH:22][cH:23][cH:24]1.